This data is from the Open Reaction Database (ORD), a public repository of structured organic reaction records. The task is: describe an organic reaction: reactants, conditions, products, and yield Starting materials: c1ccc(COCC2OC(Sc3ccccc3)C(OCc3ccccc3)C(OCc3ccccc3)C2OCc2ccccc2)cc1, ClCCl, O=C(OO)c1cccc(Cl)c1. Product: O=S(c1ccccc1)C1OC(COCc2ccccc2)C(OCc2ccccc2)C(OCc2ccccc2)C1OCc1ccccc1. As a reaction SMILES: [CH2:1]([c:2]1[cH:3][cH:4][cH:5][cH:6][cH:7]1)[O:8][CH:9]1[CH:10]([S:11][c:12]2[cH:13][cH:14][cH:15][cH:16][cH:17]2)[O:18][CH:19]([CH2:38][O:39][CH2:40][c:41]2[cH:42][cH:43][cH:44][cH:45][cH:46]2)[CH:20]([O:30][CH2:31][c:32]2[cH:33][cH:34][cH:35][cH:36][cH:37]2)[CH:21]1[O:22][CH2:23][c:24]1[cH:25][cH:26][cH:27][cH:28][cH:29]1.[Cl:58][CH2:59][Cl:60].[OH:47][O:48][C:49]([c:50]1[cH:51][c:52]([Cl:53])[cH:54][cH:55][cH:56]1)=[O:57]>>[CH2:1]([c:2]1[cH:3][cH:4][cH:5][cH:6][cH:7]1)[O:8][CH:9]1[CH:10]([S:11]([c:12]2[cH:13][cH:14][cH:15][cH:16][cH:17]2)=[O:47])[O:18][CH:19]([CH2:38][O:39][CH2:40][c:41]2[cH:42][cH:43][cH:44][cH:45][cH:46]2)[CH:20]([O:30][CH2:31][c:32]2[cH:33][cH:34][cH:35][cH:36][cH:37]2)[CH:21]1[O:22][CH2:23][c:24]1[cH:25][cH:26][cH:27][cH:28][cH:29]1.